This data is from the Open Reaction Database (ORD), a public repository of structured organic reaction records. The task is: describe an organic reaction: reactants, conditions, products, and yield Starting materials: CCc1c(OCc2ccccc2)ccc(Oc2c(C)cc([N+](=O)[O-])c3c2CCC3)c1O, OCCC1CCCCC1. Product: CCc1c(OCc2ccccc2)ccc(Oc2c(C)cc([N+](=O)[O-])c3c2CCC3)c1OCCC1CCCCC1. As a reaction SMILES: [CH2:1]([c:2]1[cH:3][cH:4][cH:5][cH:6][cH:7]1)[O:8][c:9]1[c:10]([CH2:30][CH3:31])[c:11]([OH:29])[c:12]([O:15][c:16]2[c:17]3[c:21]([c:22]([N+:26](=[O:27])[O-:28])[cH:23][c:24]2[CH3:25])[CH2:20][CH2:19][CH2:18]3)[cH:13][cH:14]1.[CH:32]1([CH2:38][CH2:39][OH:40])[CH2:33][CH2:34][CH2:35][CH2:36][CH2:37]1>>[CH2:1]([c:2]1[cH:3][cH:4][cH:5][cH:6][cH:7]1)[O:8][c:9]1[c:10]([CH2:30][CH3:31])[c:11]([O:29][CH2:39][CH2:38][CH:32]2[CH2:33][CH2:34][CH2:35][CH2:36][CH2:37]2)[c:12]([O:15][c:16]2[c:17]3[c:21]([c:22]([N+:26](=[O:27])[O-:28])[cH:23][c:24]2[CH3:25])[CH2:20][CH2:19][CH2:18]3)[cH:13][cH:14]1. Yield: 80.2%. Conditions: time 24 hour. Reaction SMILES: [CH3:1][O:2][C:3]1[CH:8]=[CH:7][C:6]([CH2:9][C:10]([OH:12])=[O:11])=[CH:5][CH:4]=1.[CH:13](O)([CH3:15])[CH3:14].C1(P(C2C=CC=CC=2)C2C=CC=CC=2)C=CC=CC=1>O1CCCC1>[CH:13]([O:11][C:10](=[O:12])[CH2:9][C:6]1[CH:5]=[CH:4][C:3]([O:2][CH3:1])=[CH:8][CH:7]=1)([CH3:15])[CH3:14]. Procedure details: Into an recovery flask, 16 mg (0.1 mmol) of 2-(4-methoxyphenyl)acetic acid, and 7 mg (0.1 mmol) of isopropanol were added, and dissolved in 5 ml of tetrahydrofuran. To this, 52 mg (0.2 mmol) of triphenylphosphine, and 177 mg (0.2 mmol) of the compound 14 of Example 8 were added, and stirred for 24 hours at room temperature. The solvent was distilled under a vacuum, acetonitrile was added, and filtration was carried out with an octadecylsilyl silica packed syringe, and from the filtrate, 16.7 mg ... The reactants are COC1=CC=C(C=C1)CC(=O)O (2-(4-methoxyphenyl)acetic acid), C(C)(C)O (isopropanol), C1(=CC=CC=C1)P(C1=CC=CC=C1)C1=CC=CC=C1 (triphenylphosphine), compound 14. The product is C(C)(C)OC(CC1=CC=C(C=C1)OC)=O (isopropyl-2-(4-methoxyphenyl)acetate). Solvent: O1CCCC1 (tetrahydrofuran). The reactants are [N+](=O)([O-])C=1C=CC2=C(C(=NCC=3N2C(=NN3)CCl)C3=C(C=CC=C3)Cl)C1 (8-nitro-1-(chloromethyl)-6-(o-chlorophenyl)-4H-s-triazolo[4,3-a]-[1,4]benzodiazepine), [I-].[K+] (potassium iodide), CC=CCN (methylallylamine). The solvent is O1CCCC1 (tetrahydrofuran). Yields the product [N+](=O)([O-])C=1C=CC2=C(C(=NCC=3N2C(=NN3)CNCCC=C)C3=C(C=CC=C3)Cl)C1 (8-nitro-1-[(allylmethylamino)methyl]-6-(o-chlorophenyl)-4H-s-triazolo[4,3-a][1,4]benzodiazepine). RXN SMILES: [N+:1]([C:4]1[CH:5]=[CH:6][C:7]2[N:13]3[C:14]([CH2:17]Cl)=[N:15][N:16]=[C:12]3[CH2:11][N:10]=[C:9]([C:19]3[CH:24]=[CH:23][CH:22]=[CH:21][C:20]=3[Cl:25])[C:8]=2[CH:26]=1)([O-:3])=[O:2].[I-].[K+].[CH3:29][CH:30]=[CH:31][CH2:32][NH2:33]>O1CCCC1>[N+:1]([C:4]1[CH:5]=[CH:6][C:7]2[N:13]3[C:14]([CH2:17][NH:33][CH2:32][CH2:31][CH:30]=[CH2:29])=[N:15][N:16]=[C:12]3[CH2:11][N:10]=[C:9]([C:19]3[CH:24]=[CH:23][CH:22]=[CH:21][C:20]=3[Cl:25])[C:8]=2[CH:26]=1)([O-:3])=[O:2] |f:1.2|. Reported procedure: In the manner given in Preparation 39, 8-nitro-1-(chloromethyl)-6-(o-chlorophenyl)-4H-s-triazolo[4,3-a]-[1,4]benzodiazepine, potassium iodide, and methylallylamine in tetrahydrofuran are reacted to give 8-nitro-1-[(allylmethylamino)methyl]-6-(o-chlorophenyl)-4H-s-triazolo[4,3-a][1,4]benzodiazepine. Preparation 42 8-Bromo-1-[(allylethylamino)methyl]-6-phenyl-4H-s-triazolo[4,3-a][1,4]benzodiazepine The reactants are COC(=O)c1ccc(-c2nc(C)ccc2C(=O)Nc2ccc(CCCC(=O)O)cc2C(=O)N(C)C)cc1, COC(=O)c1cc(C)c(O)c(Cl)c1. Yields the product COC(=O)c1ccc(-c2nc(C)ccc2C(=O)Nc2ccc(CCCCOc3c(C)cc(C(=O)OC)cc3Cl)cc2C(=O)N(C)C)cc1. Reaction SMILES: [CH3:1][O:2][C:3]([c:4]1[cH:5][cH:6][c:7](-[c:10]2[n:11][c:12]([CH3:36])[cH:13][cH:14][c:15]2[C:16]([NH:17][c:18]2[c:19]([C:30]([N:31]([CH3:32])[CH3:33])=[O:34])[cH:20][c:21]([CH2:24][CH2:25][CH2:26][C:27]([OH:28])=[O:29])[cH:22][cH:23]2)=[O:35])[cH:8][cH:9]1)=[O:37].[CH3:38][O:39][C:40]([c:41]1[cH:42][c:43]([Cl:49])[c:44]([OH:48])[c:45]([CH3:47])[cH:46]1)=[O:50]>>[CH3:1][O:2][C:3]([c:4]1[cH:5][cH:6][c:7](-[c:10]2[n:11][c:12]([CH3:36])[cH:13][cH:14][c:15]2[C:16]([NH:17][c:18]2[c:19]([C:30]([N:31]([CH3:32])[CH3:33])=[O:34])[cH:20][c:21]([CH2:24][CH2:25][CH2:26][CH2:27][O:48][c:44]3[c:43]([Cl:49])[cH:42][c:41]([C:40]([O:39][CH3:38])=[O:50])[cH:46][c:45]3[CH3:47])[cH:22][cH:23]2)=[O:35])[cH:8][cH:9]1)=[O:37]. Starting materials: COCCCOC1=CC(=[N+](C=C1)[O-])C (4-methoxypropoxy-2-methylpyridine 1-oxide), C(C)O (ethanol). Run in C(C)(=O)OC(C)=O (acetic anhydride). Run at temperature 90 celsius, time 0.5 hour. Product: OCC1=NC=CC(=C1)OCCCOC (2-Hydroxymethyl-4-(3-Methoxypropoxy)Pyridine). As a reaction SMILES: [CH3:1][O:2][CH2:3][CH2:4][CH2:5][O:6][C:7]1[CH:12]=[CH:11][N+:10]([O-])=[C:9]([CH3:14])[CH:8]=1.C([OH:17])C>C(OC(=O)C)(=O)C>[OH:17][CH2:14][C:9]1[CH:8]=[C:7]([O:6][CH2:5][CH2:4][CH2:3][O:2][CH3:1])[CH:12]=[CH:11][N:10]=1. Procedure: 4.05 g (0.02 mol) of 4-methoxypropoxy-2-methylpyridine 1-oxide was dissolved in 50 ml of acetic anhydride to obtain a solution. This solution was stirred at 90° C. for 0.5 hour and cooled, followed by the addition of ethanol. The obtained mixture was concentrated under a reduced pressure, followed by the addition of 150 ml of 1N hydrochloric acid. The obtained mixture was stirred at 100° C. for one hour, cooled, neutralized with sodium hydrogencarbonate and, extracted with chloroform. The extrac... Reactants: COC(=O)C1(CC1)C=1C=CC2=C(N=CO2)C1 (1-benzooxazol-5-yl-cyclopropanecarboxylic acid methyl ester), O (Water). Run in CCS (EtSH). Run at time 18 hour. Product: O1C=NC2=C1C=CC(=C2)C2(CC2)C(=O)O (1-(benzo[d]oxazol-5-yl)cyclopropanecarboxylic acid). The yield is 10.3%. Reaction SMILES: C[O:2][C:3]([C:5]1([C:8]2[CH:9]=[CH:10][C:11]3[O:15][CH:14]=[N:13][C:12]=3[CH:16]=2)[CH2:7][CH2:6]1)=[O:4].O>CCS>[O:15]1[C:11]2[CH:10]=[CH:9][C:8]([C:5]3([C:3]([OH:4])=[O:2])[CH2:7][CH2:6]3)=[CH:16][C:12]=2[N:13]=[CH:14]1. Procedure: To a solution of crude 1-benzooxazol-5-yl-cyclopropanecarboxylic acid methyl ester (2.9 g) in EtSH (30 mL) was added A1Cl3 (5.3 g, 40.1 mmol) in portions at 0° C. The reaction mixture was stirred for 18 hours at room temperature. Water (20 mL) was added dropwise at 0° C. The resulting mixture was extracted with EtOAc (100 mL×3). The combined organic layers were dried over anhydrous Na2SO4 and evaporated under vacuum to give the crude product, which was purified by column chromatography on silica...